From a dataset of the Open Reaction Database (ORD), a public repository of structured organic reaction records. describe an organic reaction: reactants, conditions, products, and yield Starting materials: CC(=O)OC(C)=O, CN1CCC23CC(=O)CCC2C1Cc1cccc(O)c13, c1ccncc1. The product is CC(=O)Oc1cccc2c1C13CCN(C)C(C2)C1CCC(=O)C3. As a reaction SMILES: [CH3:21][C:22](=[O:23])[O:24][C:25](=[O:26])[CH3:27].[OH:1][c:2]1[cH:3][cH:4][cH:5][c:6]2[c:15]1[C:14]13[CH:9]([CH:8]([CH2:7]2)[N:18]([CH3:19])[CH2:17][CH2:16]1)[CH2:10][CH2:11][C:12](=[O:20])[CH2:13]3.[cH:28]1[cH:29][cH:30][n:31][cH:32][cH:33]1>>[O:1]([c:2]1[cH:3][cH:4][cH:5][c:6]2[c:15]1[C:14]13[CH:9]([CH:8]([CH2:7]2)[N:18]([CH3:19])[CH2:17][CH2:16]1)[CH2:10][CH2:11][C:12](=[O:20])[CH2:13]3)[C:22]([CH3:21])=[O:23].